describe an organic reaction: reactants, conditions, products, and yield From a dataset of the Open Reaction Database (ORD), a public repository of structured organic reaction records. As a reaction SMILES: [C:1]1([CH2:11][CH:12]([CH2:16][C:17](=[O:27])[NH:18][CH2:19][CH2:20][C:21]2[CH:26]=[CH:25][CH:24]=[CH:23][CH:22]=2)[C:13](O)=[O:14])[C:10]2[C:5](=[CH:6][CH:7]=[CH:8][CH:9]=2)[CH:4]=[CH:3][CH:2]=1.[NH2:28][C@H:29]([C:36]([NH:38][C@H:39]([CH2:44][OH:45])[CH2:40][CH:41]([CH3:43])[CH3:42])=[O:37])[CH2:30][C:31]1[N:35]=[CH:34][NH:33][CH:32]=1.C1(P(N=[N+]=[N-])(C2C=CC=CC=2)=O)C=CC=CC=1.C(=O)(O)[O-].[Na+]>CN(C)C=O.C(N(CC)CC)C>[C:1]1([CH2:11][CH:12]([CH2:16][C:17](=[O:27])[NH:18][CH2:19][CH2:20][C:21]2[CH:26]=[CH:25][CH:24]=[CH:23][CH:22]=2)[C:13]([NH:28][C@H:29]([C:36]([NH:38][C@H:39]([CH2:44][OH:45])[CH2:40][CH:41]([CH3:43])[CH3:42])=[O:37])[CH2:30][C:31]2[N:35]=[CH:34][NH:33][CH:32]=2)=[O:14])[C:10]2[C:5](=[CH:6][CH:7]=[CH:8][CH:9]=2)[CH:4]=[CH:3][CH:2]=1 |f:3.4|. Yields the product C1(=CC=CC2=CC=CC=C12)CC(C(=O)N[C@@H](CC1=CNC=N1)C(=O)N[C@@H](CC(C)C)CO)CC(NCCC1=CC=CC=C1)=O (N-[2-(1-naphthylmethyl)-3-(phenethylcarbamoyl)propionyl]-L-histidyl-L-leucinol). The reactants are C([O-])(O)=O.[Na+] (sodium bicarbonate), C1(=CC=CC2=CC=CC=C12)CC(C(=O)O)CC(NCCC1=CC=CC=C1)=O ((±)-2-(1-naphthylmethyl)-3-(phenethylcarbamoyl)propionic acid), C1(=CC=CC=C1)P(=O)(C1=CC=CC=C1)N=[N+]=[N-] (diphenylphosphoryl azide), N[C@@H](CC1=CNC=N1)C(=O)N[C@@H](CC(C)C)CO (L-histidyl-L-leucinol), 2p-toluenesulfonic acid. Reaction conditions: time 8 hour. Yield: 22.0%. The solvent is C(C)N(CC)CC (triethylamine), CN(C=O)C (N,N-dimethylformamide). Procedure: To a solution of 121 mg of (±)-2-(1-naphthylmethyl)-3-(phenethylcarbamoyl)propionic acid and 200 mg of L-histidyl-L-leucinol.2p-toluenesulfonic acid salt in 5 ml of N,N-dimethylformamide were successively added 0.09 ml of diphenylphosphoryl azide and 0.15 ml of triethylamine while ice-cooling, and the mixture was stirred overnight. To the reaction mixture was added a 5% aqueous sodium bicarbonate solution, and the mixture was extracted with ethyl acetate. The organic layer was washed with water,...